This data is from the Open Reaction Database (ORD), a public repository of structured organic reaction records. The task is: describe an organic reaction: reactants, conditions, products, and yield Solvent: C(C)O (ethanol). Yield: 94.0%. Conditions: time 4 hour. Starting materials: O (water), [OH-].[K+] (KOH), C(C)(C)(C)N1N=C(C(=C1N)C#N)C (1-tert-butyl-3-methyl-5-amino-1H-pyrazole-4-carbonitrile), OO (H2O2). Reported procedure: To a mixture of water (200 mL), ethanol (120 mL) and KOH (37 g, 0.56 mol) at 0° C. was added 30% H2O2 (89.1 g, 0.786 mol), followed by 1-tert-butyl-3-methyl-5-amino-1H-pyrazole-4-carbonitrile (20.0 g, 0.112 mol). The reaction mixture was stirred for 4 hours and the product was collected by filtration, washed with water and dried to afford 20.64 g (94%) of 1-tert-butyl-3-methyl-5-amino-1H-pyrazole-4-carboxamide, as white needles, m.p. 195-196° C. Product: C(C)(C)(C)N1N=C(C(=C1N)C(=O)N)C (1-tert-butyl-3-methyl-5-amino-1H-pyrazole-4-carboxamide). As a reaction SMILES: [OH2:1].[OH-].[K+].OO.[C:6]([N:10]1[C:14]([NH2:15])=[C:13]([C:16]#[N:17])[C:12]([CH3:18])=[N:11]1)([CH3:9])([CH3:8])[CH3:7]>C(O)C>[C:6]([N:10]1[C:14]([NH2:15])=[C:13]([C:16]([NH2:17])=[O:1])[C:12]([CH3:18])=[N:11]1)([CH3:9])([CH3:8])[CH3:7] |f:1.2|.